This data is from the Open Reaction Database (ORD), a public repository of structured organic reaction records. The task is: describe an organic reaction: reactants, conditions, products, and yield Reactants: compound 3, C([O-])([O-])=O.[K+].[K+] (potassium carbonate), BrC1=C(C=C(C=C1)O)F (4-bromo-3-fluorophenol), BrCCCCCCCCCCCCCC (1-bromotetradecane). The solvent is CC(CC)=O (butanone). Product: BrC1=C(C=C(C=C1)OCCCCCCCCCCCCCC)F (1-Bromo-2-fluoro-4-tetradecyloxybenzene). Reaction SMILES: [Br:1][C:2]1[CH:7]=[CH:6][C:5]([OH:8])=[CH:4][C:3]=1[F:9].Br[CH2:11][CH2:12][CH2:13][CH2:14][CH2:15][CH2:16][CH2:17][CH2:18][CH2:19][CH2:20][CH2:21][CH2:22][CH2:23][CH3:24].C(=O)([O-])[O-].[K+].[K+]>CC(=O)CC>[Br:1][C:2]1[CH:7]=[CH:6][C:5]([O:8][CH2:24][CH2:23][CH2:22][CH2:21][CH2:20][CH2:19][CH2:18][CH2:17][CH2:16][CH2:15][CH2:14][CH2:13][CH2:12][CH3:11])=[CH:4][C:3]=1[F:9] |f:2.3.4|. Procedure: This was prepared using a similar method to that described for compound 3. Quantities: compound 1 (4.03 g, 21.1 mmol), 1-bromotetradecane (6.41 g, 23.1 mmol), potassium carbonate (5.59 g, 40.5 mmol) and butanone (115 ml). Reactants: C([O-])(O)=O.[Na+] (sodium bicarbonate), solution, B(Br)(Br)Br (boron tribromide), CCCCCCC (heptane), Ice water, [Cl-].[Na+] (sodium chloride), COC1=CC2=C(N=C(S2)N2C[C@@H](CC2)N2CCCCC2)C=C1 ((R)-6-methoxy-2-(3-(piperidin-1-yl)pyrrolidin-1-yl)benzo[d]thiazole). Run in CN(C=O)C (N,N-dimethylformamide). Reaction conditions: time 18 hour. Product: N1(CCCCC1)[C@H]1CN(CC1)C=1SC2=C(N1)C=CC(=C2)O ((R)-2-(3-(piperidin-1-yl)pyrrolidin-1-yl)benzo[d]thiazol-6-ol). As a reaction SMILES: C[O:2][C:3]1[CH:22]=[CH:21][C:6]2[N:7]=[C:8]([N:10]3[CH2:14][CH2:13][C@@H:12]([N:15]4[CH2:20][CH2:19][CH2:18][CH2:17][CH2:16]4)[CH2:11]3)[S:9][C:5]=2[CH:4]=1.B(Br)(Br)Br.CCCCCCC.C(=O)(O)[O-].[Na+].[Cl-].[Na+]>CN(C)C=O>[N:15]1([C@@H:12]2[CH2:13][CH2:14][N:10]([C:8]3[S:9][C:5]4[CH:4]=[C:3]([OH:2])[CH:22]=[CH:21][C:6]=4[N:7]=3)[CH2:11]2)[CH2:20][CH2:19][CH2:18][CH2:17][CH2:16]1 |f:3.4,5.6|. Reported procedure: A stirred solution of (R)-6-methoxy-2-(3-(piperidin-1-yl)pyrrolidin-1-yl)benzo[d]thiazole (Example 46) in N,N-dimethylformamide (˜0.05 M) is chilled to −78° C. under a dry nitrogen atmosphere. A 1 M solution of boron tribromide in heptane (4 equivalents) is added dropwise. When the addition is complete, the reaction mixture is allowed to warm to ambient temperature and stirring is continued for 18 hours. Ice water is carefully added to the reaction mixture and stirring is continued for 15 minute... As a reaction SMILES: [CH2:1]([O:3][S:4]([O-:7])(=O)=[O:5])[CH3:2].[NH+]1C=CC=CC=1.[Cl-:14].OCC[N+]1C=CC=CC=1>N1C=CC=CC=1>[CH2:2]([Cl:14])[CH2:1][OH:3].[Cl:14][S:4]([OH:7])(=[O:5])=[O:3] |f:0.1,2.3|. Starting materials: C(C)OS(=O)(=O)[O-].[NH+]1=CC=CC=C1 (pyridinium ethylsulfate), [Cl-].OCC[N+]1=CC=CC=C1 (hydroxyethylpyridinium chloride). The product is C(CO)Cl (ethylenechlorohydrin), ClS(=O)(=O)O (chlorosulfonic acid). Solvent: N1=CC=CC=C1 (pyridine). Reported procedure: German Published Application DAS 1,191,652 states that, for example, pyridinium ethylsulfate (2-pyridinium-1-sulfatoethane) can be prepared in an expensive procedure by reacting hydroxyethylpyridinium chloride, obtained from pyridine and ethylenechlorohydrin, with chlorosulfonic acid. In this procedure too, the yield and purity are unsatisfactory. The reactants are NC1=CC(=C(C(=N1)C=1OC=CC1)C#N)OS(=O)(=O)C(F)(F)F (trifluoromethanesulfonic acid 6-amino-3-cyano-2-furan-2-yl-pyridin-4-yl ester), CC=1C(=NC=CC1)CN (C-(3-methyl-pyridin-2-yl)-methylamine). Solvent: COCCOC (DME). The product is NC1=NC(=C(C#N)C(=C1)NCC1=NC=CC=C1)C=1OC=CC1 (6-Amino-2-furan-2-yl-4-[(pyridin-2-yl-methyl)-amino]-nicotinonitrile). As a reaction SMILES: [NH2:1][C:2]1[N:7]=[C:6]([C:8]2[O:9][CH:10]=[CH:11][CH:12]=2)[C:5]([C:13]#[N:14])=[C:4](OS(C(F)(F)F)(=O)=O)[CH:3]=1.C[C:24]1[C:25]([CH2:30][NH2:31])=[N:26][CH:27]=[CH:28][CH:29]=1>COCCOC>[NH2:1][C:2]1[CH:3]=[C:4]([NH:31][CH2:30][C:25]2[CH:24]=[CH:29][CH:28]=[CH:27][N:26]=2)[C:5]([C:13]#[N:14])=[C:6]([C:8]2[O:9][CH:10]=[CH:11][CH:12]=2)[N:7]=1. Reported procedure: From trifluoromethanesulfonic acid 6-amino-3-cyano-2-furan-2-yl-pyridin-4-yl ester and C-(3-methyl-pyridin-2-yl)-methylamine in DME. ES-MS m/e (%): 306 (M+H+, 100). The reactants are C(C)(=O)O[BH-](OC(C)=O)OC(C)=O.[Na+] (sodium triacetoxyborohydride), C(C)C1=C(C=O)C=CC=C1C1=CN=C(S1)C1=CC(=C(C=C1)OC(C)C)C(F)(F)F (2-ethyl-3-{2-[4-[(1-methylethyl)oxy]-3-(trifluoromethyl)phenyl]-1,3-thiazol-5-yl}benzaldehyde), N1CC(C1)C(=O)O (3-azetidinecarboxylic acid), C(C)(=O)O (acetic acid). The solvent is ClCCl (dichloromethane). Reaction conditions: time 8 hour. Product: C(C)C1=C(C=CC=C1C1=CN=C(S1)C1=CC(=C(C=C1)OC(C)C)C(F)(F)F)CN1CC(C1)C(=O)O (1-[(2-ethyl-3-{2-[4-[(1-methylethyl)oxy]-3-(trifluoromethyl)phenyl]-1,3-thiazol-5-yl}phenyl)methyl]-3-azetidinecarboxylic acid). Isolated yield 19.4%. RXN SMILES: [CH2:1]([C:3]1[C:10]([C:11]2[S:15][C:14]([C:16]3[CH:21]=[CH:20][C:19]([O:22][CH:23]([CH3:25])[CH3:24])=[C:18]([C:26]([F:29])([F:28])[F:27])[CH:17]=3)=[N:13][CH:12]=2)=[CH:9][CH:8]=[CH:7][C:4]=1[CH:5]=O)[CH3:2].[NH:30]1[CH2:33][CH:32]([C:34]([OH:36])=[O:35])[CH2:31]1.C(O)(=O)C.C(O[BH-](OC(=O)C)OC(=O)C)(=O)C.[Na+]>ClCCl>[CH2:1]([C:3]1[C:10]([C:11]2[S:15][C:14]([C:16]3[CH:21]=[CH:20][C:19]([O:22][CH:23]([CH3:24])[CH3:25])=[C:18]([C:26]([F:28])([F:29])[F:27])[CH:17]=3)=[N:13][CH:12]=2)=[CH:9][CH:8]=[CH:7][C:4]=1[CH2:5][N:30]1[CH2:33][CH:32]([C:34]([OH:36])=[O:35])[CH2:31]1)[CH3:2] |f:3.4|. Procedure: To a solution of 2-ethyl-3-{2-[4-[(1-methylethyl)oxy]-3-(trifluoromethyl)phenyl]-1,3-thiazol-5-yl}benzaldehyde (D72) (60 mg), 3-azetidinecarboxylic acid (28.9 mg) and acetic acid (0.1 mL) in dichloromethane (DCM) (3 mL) stirred under nitrogen at room temperature for 1 h was added sodium triacetoxyborohydride (60.6 mg) in one charge. The reaction was stirred at room temperature overnight. The mixture was partitioned with DCM and water, washed with saturated brine and the organic phase was dried a... The reactants are solution, [H-].C(C(C)C)[Al+]CC(C)C (diisobutylaluminum hydride), C(#N)C1=CC2=C(C(=C(C(=C2C=C1)C)C)C)C (2-cyano-5,6,7,8-tetramethylnaphthalene), O1CCCC1 (tetrahydrofuran). The solvent is CCCCCC (hexane). Conditions: time 2.5 hour. Product: CC1=C2C=CC(=CC2=C(C(=C1C)C)C)C=O (5,6,7,8-Tetramethyl-2-naphthaldehyde). Reaction SMILES: [C:1]([C:3]1[CH:12]=[CH:11][C:10]2[C:5](=[C:6]([CH3:16])[C:7]([CH3:15])=[C:8]([CH3:14])[C:9]=2[CH3:13])[CH:4]=1)#N.[H-].C([Al+]CC(C)C)C(C)C.[O:27]1CCCC1>CCCCCC>[CH3:13][C:9]1[C:8]([CH3:14])=[C:7]([CH3:15])[C:6]([CH3:16])=[C:5]2[C:10]=1[CH:11]=[CH:12][C:3]([CH:1]=[O:27])=[CH:4]2 |f:1.2|. Reported procedure: Under nitrogen atmosphere, 0.8 g of 2-cyano-5,6,7,8-tetramethylnaphthalene was dissolved in 30 ml of tetrahydrofuran, and 5.7 ml of a 1.0M solution of diisobutylaluminum hydride in hexane was added to the resulting solution at 0° C. The resulting mixture was stirred at room temperature for 2.5 hours, quenched with methanol and a saturated aqueous solution of ammonium chloride successively, and extracted with ethyl acetate (50 ml×2). The organic layers were combined, washed with brine, dried over...